This data is from the Open Reaction Database (ORD), a public repository of structured organic reaction records. The task is: describe an organic reaction: reactants, conditions, products, and yield Reactants: ClC=1C=CC=C2C=C(C(=NC12)C1=C(C=CC=C1)Cl)CN ((8-chloro-2-(2-chlorophenyl)quinolin-3-yl)methanamine), ClC1=C2NC=NC2=NC=N1 (6-chloropurine), CCN(C(C)C)C(C)C (DIEA). Run in C(C)O (ethanol). Yields the product ClC=1C=CC=C2C=C(C(=NC12)C1=C(C=CC=C1)Cl)CNC1=C2N=CNC2=NC=N1 (N-((8-chloro-2-(2-chlorophenyl)quinolin-3-yl)methyl)-9H-purin-6-amine). RXN SMILES: [Cl:1][C:2]1[CH:3]=[CH:4][CH:5]=[C:6]2[C:11]=1[N:10]=[C:9]([C:12]1[CH:17]=[CH:16][CH:15]=[CH:14][C:13]=1[Cl:18])[C:8]([CH2:19][NH2:20])=[CH:7]2.Cl[C:22]1[N:30]=[CH:29][N:28]=[C:27]2[C:23]=1[NH:24][CH:25]=[N:26]2.CCN(C(C)C)C(C)C>C(O)C>[Cl:1][C:2]1[CH:3]=[CH:4][CH:5]=[C:6]2[C:11]=1[N:10]=[C:9]([C:12]1[CH:17]=[CH:16][CH:15]=[CH:14][C:13]=1[Cl:18])[C:8]([CH2:19][NH:20][C:22]1[N:30]=[CH:29][N:28]=[C:27]3[C:23]=1[N:24]=[CH:25][NH:26]3)=[CH:7]2. Reported procedure: Prepared according to Procedure H using (8-chloro-2-(2-chlorophenyl)quinolin-3-yl)methanamine (0.100 g, 0.33 mmol), 6-chloropurine (0.051 g, 0.33 mmol, 1 eq) and DIEA (0.07 mL, 0.4 mmol, 1.2 eq) in ethanol (3 mL). N-((8-chloro-2-(2-chlorophenyl)quinolin-3-yl)methyl)-9H-purin-6-amine [PI3Kδ IC50=68 nM] was obtained after purification as a white solid. 1H NMR (400 MHz, DMSO-d6) δ ppm 8.37 (1H, s), 8.11 (1H, s), 8.08 (1H, s), 8.00 (1H, dd, J=8.2, 1.2 Hz), 7.93 (1H, dd, J=7.4, 1.2 Hz), 7.42-7.67 (5H... Reactants: CSC=1N=CC2=C(N1)CCN(C2)C2=CC=CC(=N2)C(=O)O (6-[2-(methylthio)-5,6,7,8-tetrahydropyrido[4,3-d]pyrimidin-6-yl]pyridine-2-carboxylic acid), FC(C=1C=C(N)C=CC1)(F)F (3-trifluoromethylaniline). Product: CSC=1N=CC2=C(N1)CCN(C2)C2=CC=CC(=N2)C(=O)NC2=CC(=CC=C2)C(F)(F)F (6-(2-(methylthio)-7,8-dihydropyrido[4,3-d]pyrimidin-6(5H)-yl)-N-(3-(trifluoromethyl)phenyl)picolinamide). RXN SMILES: [CH3:1][S:2][C:3]1[N:4]=[CH:5][C:6]2[CH2:12][N:11]([C:13]3[N:18]=[C:17]([C:19]([OH:21])=O)[CH:16]=[CH:15][CH:14]=3)[CH2:10][CH2:9][C:7]=2[N:8]=1.[F:22][C:23]([F:32])([F:31])[C:24]1[CH:25]=[C:26]([CH:28]=[CH:29][CH:30]=1)[NH2:27]>>[CH3:1][S:2][C:3]1[N:4]=[CH:5][C:6]2[CH2:12][N:11]([C:13]3[N:18]=[C:17]([C:19]([NH:27][C:26]4[CH:28]=[CH:29][CH:30]=[C:24]([C:23]([F:22])([F:31])[F:32])[CH:25]=4)=[O:21])[CH:16]=[CH:15][CH:14]=3)[CH2:10][CH2:9][C:7]=2[N:8]=1. Procedure details: In a manner similar to that described in Example 108, a mixture of 6-[2-(methylthio)-5,6,7,8-tetrahydropyrido[4,3-d]pyrimidin-6-yl]pyridine-2-carboxylic acid and 3-trifluoromethylaniline were converted to the title compound (560 mg). Starting materials: O=C([O-])O, C1CCOC1, COCCOc1ccn2c(-c3ccc4cccc(O)c4n3)cnc2c1, CN1CCC(CO)C1, [Na+], CCOC(=O)N=NC(=O)OCC, c1ccc(P(c2ccccc2)c2ccccc2)cc1. Product: COCCOc1ccn2c(-c3ccc4cccc(OCC5CCN(C)C5)c4n3)cnc2c1. As a reaction SMILES: [C:65](=[O:66])([OH:67])[O-:68].[CH2:70]1[O:71][CH2:72][CH2:73][CH2:74]1.[CH3:1][O:2][CH2:3][CH2:4][O:5][c:6]1[cH:7][c:8]2[n:9]([cH:10][cH:11]1)[c:12](-[c:15]1[n:16][c:17]3[c:18]([OH:25])[cH:19][cH:20][cH:21][c:22]3[cH:23][cH:24]1)[cH:13][n:14]2.[CH3:45][N:46]1[CH2:47][CH:48]([CH2:51][OH:52])[CH2:49][CH2:50]1.[Na+:69].[O:53]=[C:54]([O:55][CH2:56][CH3:57])[N:58]=[N:59][C:60]([O:61][CH2:62][CH3:63])=[O:64].[c:26]1([P:27]([c:28]2[cH:29][cH:30][cH:31][cH:32][cH:33]2)[c:34]2[cH:35][cH:36][cH:37][cH:38][cH:39]2)[cH:40][cH:41][cH:42][cH:43][cH:44]1>>[CH3:1][O:2][CH2:3][CH2:4][O:5][c:6]1[cH:7][c:8]2[n:9]([cH:10][cH:11]1)[c:12](-[c:15]1[n:16][c:17]3[c:18]([O:25][CH2:51][CH:48]4[CH2:47][N:46]([CH3:45])[CH2:50][CH2:49]4)[cH:19][cH:20][cH:21][c:22]3[cH:23][cH:24]1)[cH:13][n:14]2.